From a dataset of the Open Reaction Database (ORD), a public repository of structured organic reaction records. describe an organic reaction: reactants, conditions, products, and yield Starting materials: [Cl-].[NH4+] (ammonium chloride), C(C1=CC=CC=C1)N1C(CN(CC1)CC1=CC=CC=C1)C(=O)OCC (1,4-dibenzyl-2-ethoxycarbonylpiperazine), [H-].C(C(C)C)[Al+]CC(C)C (diisobutylaluminum hydride), CCCCCC (hexane), C(CCC)[Li] (n-butyl lithium), CCCCCC (hexane), [I-].C(C)(C)[P+](C1=CC=CC=C1)(C1=CC=CC=C1)C1=CC=CC=C1 (isopropyltriphenylphosphonium iodide), [Cl-].[NH4+] (ammonium chloride). The solvent is O1CCCC1 (tetrahydrofuran), C(C)(=O)OCC (Ethyl acetate), C(Cl)Cl (methylene chloride), O1CCCC1 (tetrahydrofuran), C(Cl)Cl (methylene chloride). Run at temperature -78 celsius, time 2.5 hour. Product: C(C1=CC=CC=C1)N1C(CN(CC1)CC1=CC=CC=C1)C=C(C)C (1,4-Dibenzyl-2-(2-methyl-1-propenyl)piperazine). RXN SMILES: [CH2:1]([N:8]1[CH2:13][CH2:12][N:11]([CH2:14][C:15]2[CH:20]=[CH:19][CH:18]=[CH:17][CH:16]=2)[CH2:10][CH:9]1[C:21](OCC)=O)[C:2]1[CH:7]=[CH:6][CH:5]=[CH:4][CH:3]=1.[H-].[CH2:27]([Al+]CC(C)C)[CH:28](C)[CH3:29].CCCCCC.[Cl-].[NH4+].[I-].C([P+](C1C=CC=CC=1)(C1C=CC=CC=1)C1C=CC=CC=1)(C)C.C([Li])CCC>O1CCCC1.C(OCC)(=O)C.C(Cl)Cl>[CH2:1]([N:8]1[CH2:13][CH2:12][N:11]([CH2:14][C:15]2[CH:16]=[CH:17][CH:18]=[CH:19][CH:20]=2)[CH2:10][CH:9]1[CH:21]=[C:28]([CH3:29])[CH3:27])[C:2]1[CH:3]=[CH:4][CH:5]=[CH:6][CH:7]=1 |f:1.2,4.5,6.7|. Procedure: After cooling a methylene chloride solution (400 ml) of 1,4-dibenzyl-2-ethoxycarbonylpiperazine (19.57 g) to −78° C., diisobutylaluminum hydride (a 0.95 mole hexane solution, 121.7 ml) was added dropwise. The resulting mixture was stirred at −78° C. for 2.5 hours. A saturated aqueous solution of ammonium chloride and methylene chloride were added and then, the water layer was extracted three times. The organic layers were combined, washed with distilled water and dried over anhydrous sodium sulf...